From a dataset of the Open Reaction Database (ORD), a public repository of structured organic reaction records. describe an organic reaction: reactants, conditions, products, and yield Starting materials: O.[Na] (Sodium hydrate), C(C)(=O)C1(COC(OC1)(C)C)C (5-acetyl-2,2,5-trimethyl-1,3-dioxane), C(C)(=O)C1(COC(OC1)(C)C)C (5-acetyl-2,2,5-trimethyl-1,3-dioxane), C(OC)(OC)=O (dimethyl carbonate), [H-].[Na+] (sodium hydride), [H-].[Na+] (sodium hydride). Run in O (water), CO (methanol), O1CCCC1 (tetrahydrofuran), C(C)(=O)O (acetic acid), O1CCCC1 (tetrahydrofuran), O1CCCC1 (tetrahydrofuran), CO (methanol). Product: CC1(OCC(CO1)(C(CC(=O)OC)=O)C)C (Methyl 2,2,5-trimethyl-b-oxo-1,3-dioxane-5-propanoate). As a reaction SMILES: O.[Na].[C:3](=O)([O:6]C)[O:4][CH3:5].[H-].[Na+].[C:11]([C:14]1([CH3:22])[CH2:19][O:18][C:17]([CH3:21])([CH3:20])[O:16][CH2:15]1)(=[O:13])[CH3:12]>O1CCCC1.O.C(O)(=O)C.CO>[CH3:20][C:17]1([CH3:21])[O:18][CH2:19][C:14]([CH3:22])([C:11](=[O:13])[CH2:12][C:3]([O:4][CH3:5])=[O:6])[CH2:15][O:16]1 |f:0.1,3.4,^1:1|. Procedure details: Sodium hydrate—60% in oil dispersion (100.0 g, 2.5 mol) was weighed into a 5-liter three-necked reaction flask and the metal hydride washed three times with 300-mL portions of pentane under nitrogen. The washed sodium hydride was covered with a solution of dry reagent grade tetrahydrofuran (900 mL) and dimethyl carbonate (900 g, 10.0 mol). The sodium hydride was activated by the dropwise addition of anhydrous methanol (1.5 mL) followed by a few grams of 5-acetyl-2,2,5-trimethyl-1,3-dioxane in te... The reactants are C(#N)CC1(CN(C1)C1=CC(=C(C(=O)N[C@H](C(F)(F)F)C)C=C1F)F)N1N=CC(=C1)B1OC(C(O1)(C)C)(C)C (4-{3-(Cyanomethyl)-3-[4-(4,4,5,5-tetramethyl-1,3,2-dioxaborolan-2-yl)-1H-pyrazol-1-yl]azetidin-1-yl}-2,5-difluoro-N-[(1S)-2,2,2-trifluoro-1-methylethyl]benzamide), BrC=1C(=NNC1C)C (4-bromo-3,5-dimethyl-1H-pyrazole), C([O-])([O-])=O.[Na+].[Na+] (sodium carbonate), O (water). The reagents and catalysts are C=1C=CC(=CC1)[P](C=2C=CC=CC2)(C=3C=CC=CC3)[Pd]([P](C=4C=CC=CC4)(C=5C=CC=CC5)C=6C=CC=CC6)([P](C=7C=CC=CC7)(C=8C=CC=CC8)C=9C=CC=CC9)[P](C=1C=CC=CC1)(C=1C=CC=CC1)C=1C=CC=CC1 (tetrakis(triphenylphosphine)palladium(0)). Run in O1CCOCC1 (1,4-dioxane). Reaction conditions: temperature 110 celsius, time 1 hour. Yields the product C(#N)CC1(CN(C1)C1=CC(=C(C(=O)N[C@H](C(F)(F)F)C)C=C1F)F)N1N=CC(=C1)C=1C(=NNC1C)C (4-[3-(Cyanomethyl)-3-(3′,5′-dimethyl-1H,1′H-4,4′-bipyrazol-1-yl)azetidin-1-yl]-2,5-difluoro-N-[(1S)-2,2,2-trifluoro-1-methylethyl]benzamide). The yield is 9.7%. RXN SMILES: [C:1]([CH2:3][C:4]1([N:25]2[CH:29]=[C:28](B3OC(C)(C)C(C)(C)O3)[CH:27]=[N:26]2)[CH2:7][N:6]([C:8]2[C:22]([F:23])=[CH:21][C:11]([C:12]([NH:14][C@@H:15]([CH3:20])[C:16]([F:19])([F:18])[F:17])=[O:13])=[C:10]([F:24])[CH:9]=2)[CH2:5]1)#[N:2].Br[C:40]1[C:41]([CH3:46])=[N:42][NH:43][C:44]=1[CH3:45].C(=O)([O-])[O-].[Na+].[Na+].O>O1CCOCC1.C1C=CC([P]([Pd]([P](C2C=CC=CC=2)(C2C=CC=CC=2)C2C=CC=CC=2)([P](C2C=CC=CC=2)(C2C=CC=CC=2)C2C=CC=CC=2)[P](C2C=CC=CC=2)(C2C=CC=CC=2)C2C=CC=CC=2)(C2C=CC=CC=2)C2C=CC=CC=2)=CC=1>[C:1]([CH2:3][C:4]1([N:25]2[CH:29]=[C:28]([C:40]3[C:41]([CH3:46])=[N:42][NH:43][C:44]=3[CH3:45])[CH:27]=[N:26]2)[CH2:5][N:6]([C:8]2[C:22]([F:23])=[CH:21][C:11]([C:12]([NH:14][C@@H:15]([CH3:20])[C:16]([F:17])([F:18])[F:19])=[O:13])=[C:10]([F:24])[CH:9]=2)[CH2:7]1)#[N:2] |f:2.3.4,^1:63,65,84,103|. Procedure: A mixture of 4-{3-(cyanomethyl)-3-[4-(4,4,5,5-tetramethyl-1,3,2-dioxaborolan-2-yl)-1H-pyrazol-1-yl]azetidin-1-yl}-2,5-difluoro-N-[(1S)-2,2,2-trifluoro-1-methylethyl]benzamide (329 mg, 0.610 mmol, from Example 4, step 5), 4-bromo-3,5-dimethyl-1H-pyrazole (206 mg, 1.18 mmol), tetrakis(triphenylphosphine)palladium(0) (110 mg, 0.098 mmol) and sodium carbonate (320 mg, 3.0 mmol) in 1,4-dioxane (10 mL)/water (5 mL) was purged with nitrogen and stirred at 110° C. for 1 h. The reaction mixture was dilut... Yields the product ClC1=CC(=NC2=CC(=C(C=C12)C)COC1OCCCC1)C (4-Chloro-2,6-dimethyl-7-(tetrahydro-pyran-2-yloxymethyl)-quinoline). Procedure: A solution of (4-chloro-2,6-dimethyl-quinolin-7-yl)-methanol (example 59c, 300 mg, 1.35 mmol), 3,4-dihydro-2H-pyran (342 mg, 4.06 mmol), and pyridinium toluene-4-sulfonate (374 mg, 1.49 mg) in dichloromethane (3 mL) and toluene (3 mL) was stirred at r.t. for 3 d, then partitioned between ethyl acetate and water. The organic layer was washed with brine, dried (MgSO4), and evaporated. Flash chromatography (SiO2, hexane/ethyl acetate gradient) afforded the title compound (243 mg, 59%). White solid,... The solvent is ClCCl (dichloromethane), C1(=CC=CC=C1)C (toluene). Reaction SMILES: [Cl:1][C:2]1[C:11]2[C:6](=[CH:7][C:8]([CH2:13][OH:14])=[C:9]([CH3:12])[CH:10]=2)[N:5]=[C:4]([CH3:15])[CH:3]=1.[O:16]1[CH:21]=[CH:20][CH2:19][CH2:18][CH2:17]1.C1(C)C=CC(S([O-])(=O)=O)=CC=1.[NH+]1C=CC=CC=1>ClCCl.C1(C)C=CC=CC=1>[Cl:1][C:2]1[C:11]2[C:6](=[CH:7][C:8]([CH2:13][O:14][CH:17]3[CH2:18][CH2:19][CH2:20][CH2:21][O:16]3)=[C:9]([CH3:12])[CH:10]=2)[N:5]=[C:4]([CH3:15])[CH:3]=1 |f:2.3|. Reactants: ClC1=CC(=NC2=CC(=C(C=C12)C)CO)C ((4-chloro-2,6-dimethyl-quinolin-7-yl)-methanol), O1CCCC=C1 (3,4-dihydro-2H-pyran), C1(=CC=C(C=C1)S(=O)(=O)[O-])C.[NH+]1=CC=CC=C1 (pyridinium toluene-4-sulfonate). Isolated yield 58.9%. The reactants are CON=C1CCOC2=CC=CC=C12 (Chroman-4-one O-methyl-oxime), CON=C1CCOC2=CC=C(C=C12)C (6-Methyl-chroman-4-one O-methyl-oxime), N (NH3). Product: O1CCC(C2=CC=CC=C12)N (Chroman-4-ylamine). Reaction SMILES: CO[N:3]=[C:4]1[C:13]2[C:8](=[CH:9][CH:10]=[CH:11][CH:12]=2)[O:7][CH2:6][CH2:5]1.CON=C1C2C(=CC=C(C)C=2)OCC1.N>>[O:7]1[C:8]2[C:13](=[CH:12][CH:11]=[CH:10][CH:9]=2)[CH:4]([NH2:3])[CH2:5][CH2:6]1. Procedure: The title compound was prepared using the procedure as described in Example 7B, substituting the product of Example 16A for the product of Example 7A. 1H NMR (300 MHz, DMSO-d6) δ ppm 7.32 (dd, J 1.0 and 7.5 Hz, 1H), 7. 05 (m, 1H), 6.81 (m, 1H), 6.70 (dd, J 1.0 and 7.5 Hz, 1H), 4.27-4.08 (m, 2H), 3.83 (t, J 6.0 Hz, 1H), 2.03-1.66 (m, 4H). MS (DCI/NH3) m/e 150 (M+H)+.